Dataset: the Open Reaction Database (ORD), a public repository of structured organic reaction records. Task: describe an organic reaction: reactants, conditions, products, and yield Reactants: P(=O)(OC(N1C(C=C(C=C1)NC(C1=C(C=C(C=C1)C(C(F)(F)F)(F)F)OC1=C(C=C(C=C1)F)OC)=O)=O)(C(C)(C)C)C(C)(C)C)([O-])[O-] (di-tert-butyl[4-[[2-(4-fluoro-2-methoxy-phenoxy)-4-(1,1,2,2,2-pentafluoroethyl)benzoyl]amino]-2-oxo-1-pyridyl]methyl phosphate). Run in CC#N (CH3CN), O (water), CC(=O)O (AcOH). Yields the product P(=O)(OCN1C(C=C(C=C1)NC(C1=C(C=C(C=C1)C(C(F)(F)F)(F)F)OC1=C(C=C(C=C1)F)OC)=O)=O)(O)O ([4-[[2-(4-fluoro-2-methoxy-phenoxy)-4-(1,1,2,2,2-pentafluoroethyl)benzoyl]amino]-2-oxo-1-pyridyl]methyl dihydrogen phosphate). Isolated yield 43.9%. As a reaction SMILES: [P:1]([O-:47])([O-:46])([O:3][C:4](C(C)(C)C)(C(C)(C)C)[N:5]1[CH:10]=[CH:9][C:8]([NH:11][C:12](=[O:36])[C:13]2[CH:18]=[CH:17][C:16]([C:19]([F:25])([F:24])[C:20]([F:23])([F:22])[F:21])=[CH:15][C:14]=2[O:26][C:27]2[CH:32]=[CH:31][C:30]([F:33])=[CH:29][C:28]=2[O:34][CH3:35])=[CH:7][C:6]1=[O:37])=[O:2]>CC#N.O.CC(O)=O>[P:1]([OH:46])([OH:47])([O:3][CH2:4][N:5]1[CH:10]=[CH:9][C:8]([NH:11][C:12](=[O:36])[C:13]2[CH:18]=[CH:17][C:16]([C:19]([F:24])([F:25])[C:20]([F:22])([F:23])[F:21])=[CH:15][C:14]=2[O:26][C:27]2[CH:32]=[CH:31][C:30]([F:33])=[CH:29][C:28]=2[O:34][CH3:35])=[CH:7][C:6]1=[O:37])=[O:2]. Procedure: A solution of ditert-butyl[4-[[2-(4-fluoro-2-methoxy-phenoxy)-4-(1,1,2,2,2-pentafluoroethyl)benzoyl]amino]-2-oxo-1-pyridyl]methyl phosphate (21) (35 mg, 0.05039 mmol) in CH3CN (700.0 μL), water (700.0 μL) and AcOH (700.0 μL) was refluxed for 1 hour then evaporated to dryness. The material was then co-evaporated with CH3CN (3×), triturated with CH3CN, filtered, washed with CH3CN and desiccated to give [4-[[2-(4-fluoro-2-methoxy-phenoxy)-4-(1,1,2,2,2-pentafluoroethyl)benzoyl]amino]-2-oxo-1-pyridyl... Starting materials: [Li]CCCC, C1CCOC1, CCCCCC, Cc1cnc2c(c1)CCCC2[Si](C)(C)C. Product: [Li]C1([Si](C)(C)C)CCCc2cc(C)cnc21. As a reaction SMILES: [CH2:1]([CH2:2][CH2:3][CH3:4])[Li:5].[CH2:27]1[O:28][CH2:29][CH2:30][CH2:31]1.[CH3:21][CH2:22][CH2:23][CH2:24][CH2:25][CH3:26].[CH3:6][Si:7]([CH:8]1[CH2:9][CH2:10][CH2:11][c:12]2[cH:13][c:14]([CH3:18])[cH:15][n:16][c:17]21)([CH3:19])[CH3:20]>>[Li:5][C:8]1([Si:7]([CH3:6])([CH3:19])[CH3:20])[CH2:9][CH2:10][CH2:11][c:12]2[cH:13][c:14]([CH3:18])[cH:15][n:16][c:17]21. The reactants are N1C[C@H](CC1)NC(=O)C12CC3CC(CC(C1)C3)C2 ((S)-N-(Pyrrolidin-3-yl)-1-adamantanecarboxamide), C1(=CC=C(C=C1)S(=O)(=O)OCCC1=CC(=CC=C1)F)C (2-(3-fluorophenyl)ethyl p-toluenesulfonate). The product is FC=1C=C(C=CC1)CCN1C[C@H](CC1)NC(=O)C12CC3CC(CC(C1)C3)C2 ((S)-N-(1-(2-(3-fluorophenyl)ethyl)pyrrolidin-3-yl)-1-adamantanecarboxamide). Isolated yield 29.6%. As a reaction SMILES: [NH:1]1[CH2:5][CH2:4][C@H:3]([NH:6][C:7]([C:9]23[CH2:18][CH:13]4[CH2:14][CH:15]([CH2:17][CH:11]([CH2:12]4)[CH2:10]2)[CH2:16]3)=[O:8])[CH2:2]1.C1(C)C=CC(S(O[CH2:29][CH2:30][C:31]2[CH:36]=[CH:35][CH:34]=[C:33]([F:37])[CH:32]=2)(=O)=O)=CC=1>>[F:37][C:33]1[CH:32]=[C:31]([CH2:30][CH2:29][N:1]2[CH2:5][CH2:4][C@H:3]([NH:6][C:7]([C:9]34[CH2:18][CH:13]5[CH2:14][CH:15]([CH2:17][CH:11]([CH2:12]5)[CH2:10]3)[CH2:16]4)=[O:8])[CH2:2]2)[CH:36]=[CH:35][CH:34]=1. Procedure: (S)-N-(Pyrrolidin-3-yl)-1-adamantanecarboxamide (0.5 g) and 2-(3-fluorophenyl)ethyl p-toluenesulfonate (0.59 g) were reacted under the same conditions as in Example 6 to give (S)-N-(1-(2-(3-fluorophenyl)ethyl)pyrrolidin-3-yl)-1-adamantanecarboxamide (0.22 g), melting point 87-89° C. The reactants are CCOC(C)=O, COc1ccc(COCc2ccc(C3CCCCC3)c(C(F)(F)F)c2)cc1, ClCCl, O=C(O)C(F)(F)F. Yields the product OCc1ccc(C2CCCCC2)c(C(F)(F)F)c1. RXN SMILES: [CH3:38][CH2:39][O:40][C:41]([CH3:42])=[O:43].[CH:1]1([c:7]2[c:8]([C:24]([F:25])([F:26])[F:27])[cH:9][c:10]([CH2:13][O:14][CH2:15][c:16]3[cH:17][cH:18][c:19]([O:20][CH3:21])[cH:22][cH:23]3)[cH:11][cH:12]2)[CH2:2][CH2:3][CH2:4][CH2:5][CH2:6]1.[Cl:35][CH2:36][Cl:37].[F:28][C:29]([F:30])([F:31])[C:32]([OH:33])=[O:34]>>[CH:1]1([c:7]2[c:8]([C:24]([F:25])([F:26])[F:27])[cH:9][c:10]([CH2:13][OH:14])[cH:11][cH:12]2)[CH2:2][CH2:3][CH2:4][CH2:5][CH2:6]1. Reactants: SC=1C=C(C(=O)O)C=CC1 (3-Mercaptobenzoic acid), S(O)(O)(=O)=O (sulfuric acid), CO (methanol). Run at time 24 hour. The product is SC=1C=C(C(=O)OC)C=CC1 (Methyl 3-mercaptobenzoate). RXN SMILES: [SH:1][C:2]1[CH:3]=[C:4]([CH:8]=[CH:9][CH:10]=1)[C:5]([OH:7])=[O:6].S(=O)(=O)(O)O.[CH3:16]O>>[SH:1][C:2]1[CH:3]=[C:4]([CH:8]=[CH:9][CH:10]=1)[C:5]([O:7][CH3:16])=[O:6]. Reported procedure: 3-Mercaptobenzoic acid (10.0 g) was suspended in methanol (310 mL), added with sulfuric acid (0.3 mL), and stirred for 24 hours under reflux with heating. After cooling to room temperature, the solvent was evaporated under reduced pressure and water was added to residues. After adjusting to pH 8 by using a saturated aqueous solution of sodium hydrogen carbonate, it was extracted with ethyl acetate and dried over anhydrous sodium sulfate. After distilling the solvent under reduced pressure, the r... Starting materials: CC(=O)Oc1cccc2c1OCCN2CCOC(c1ccccc1)c1ccccc1, O=C([O-])[O-], C1CCOC1, CO, [K+], [K+]. The product is Oc1cccc2c1OCCN2CCOC(c1ccccc1)c1ccccc1. RXN SMILES: [C:1](=[O:2])([CH3:3])[O:4][c:5]1[cH:6][cH:7][cH:8][c:9]2[c:14]1[O:13][CH2:12][CH2:11][N:10]2[CH2:15][CH2:16][O:17][CH:18]([c:19]1[cH:20][cH:21][cH:22][cH:23][cH:24]1)[c:25]1[cH:26][cH:27][cH:28][cH:29][cH:30]1.[C:33](=[O:34])([O-:35])[O-:36].[CH2:39]1[O:40][CH2:41][CH2:42][CH2:43]1.[CH3:31][OH:32].[K+:37].[K+:38]>>[OH:4][c:5]1[cH:6][cH:7][cH:8][c:9]2[c:14]1[O:13][CH2:12][CH2:11][N:10]2[CH2:15][CH2:16][O:17][CH:18]([c:19]1[cH:20][cH:21][cH:22][cH:23][cH:24]1)[c:25]1[cH:26][cH:27][cH:28][cH:29][cH:30]1. Product: C[SiH](C)OC(c1ccc(C(C)(C)C)cc1)N(C(=O)c1ccsc1)c1ccc(C#N)cc1. RXN SMILES: [C:1]([CH3:2])([CH3:3])([CH3:4])[c:5]1[cH:6][cH:7][c:8]([CH:9]([NH:10][c:11]2[cH:12][cH:13][c:14]([C:15]#[N:16])[cH:17][cH:18]2)[O:19][SiH:20]([CH3:21])[CH3:22])[cH:23][cH:24]1.[ClH:33].[s:25]1[cH:26][c:27]([C:30](=[O:31])[Cl:32])[cH:28][cH:29]1>>[C:1]([CH3:2])([CH3:3])([CH3:4])[c:5]1[cH:6][cH:7][c:8]([CH:9]([N:10]([c:11]2[cH:12][cH:13][c:14]([C:15]#[N:16])[cH:17][cH:18]2)[C:30]([c:27]2[cH:26][s:25][cH:29][cH:28]2)=[O:31])[O:19][SiH:20]([CH3:21])[CH3:22])[cH:23][cH:24]1. Reactants: C[SiH](C)OC(Nc1ccc(C#N)cc1)c1ccc(C(C)(C)C)cc1, Cl, O=C(Cl)c1ccsc1.